Dataset: the Open Reaction Database (ORD), a public repository of structured organic reaction records. Task: describe an organic reaction: reactants, conditions, products, and yield Reactants: S(=O)(Cl)Cl (thionyl chloride), COCC(=O)O (methoxyacetic acid), CNC(CNC(C1=C(C(=C(C(=C1I)N)I)C(=O)O)I)=O)=O (N-(3-carboxy-5-amino-2,4,6-triiodobenzoyl)-glycine methylamide). Solvent: CC(=O)N(C)C (dimethylacetamide), CC(=O)N(C)C (dimethylacetamide). Run at temperature 0 celsius, time 2 hour. Product: CNC(CNC(C1=C(C(=C(C(=C1I)NC(COC)=O)I)C(=O)O)I)=O)=O (N-(3-Carboxy-5-methoxyacetamido-2,4,6-triiodobenzoyl)-glycine Methylamide). Reaction SMILES: S(Cl)(Cl)=O.[CH3:5][O:6][CH2:7][C:8]([OH:10])=O.[CH3:11][NH:12][C:13](=[O:31])[CH2:14][NH:15][C:16](=[O:30])[C:17]1[C:22]([I:23])=[C:21]([NH2:24])[C:20]([I:25])=[C:19]([C:26]([OH:28])=[O:27])[C:18]=1[I:29]>CC(N(C)C)=O>[CH3:11][NH:12][C:13](=[O:31])[CH2:14][NH:15][C:16](=[O:30])[C:17]1[C:22]([I:23])=[C:21]([NH:24][C:8](=[O:10])[CH2:7][O:6][CH3:5])[C:20]([I:25])=[C:19]([C:26]([OH:28])=[O:27])[C:18]=1[I:29]. Procedure: At maximally 10° C., 29.0 ml. of thionyl chloride is added dropwise under agitation to 28.2 ml. of methoxyacetic acid in 100 ml. of dimethylacetamide within 40 minutes. After, at 0° C., the reaction mixture has been agitated for another 2 hours, 63.0 g. (0.1 mole) of N-(3-carboxy-5-amino-2,4,6-triiodobenzoyl)-glycine methylamide (IVa), m.p. 252°-253° C. (decomposition), in 100 ml. of dimethylacetamide is added dropwise under agitation to the reaction mixture at maximally 8° C. during the course ... The reactants are C=1NC=CC2=CC=C(C12)C(=O)OC (2-pyrindine-7-carboxylic acid, methyl ester), [H][H] (hydrogen). The reagents and catalysts are [Pd] (Pd on carbon). Solvent: CO (methanol). The product is C1NCC=C2C=CC(=C12)C(=O)OC (Dihydro-2-pyrindine-7-carboxylic acid, methyl ester). The yield is 53.1%. RXN SMILES: [CH:1]1[NH:2][CH:3]=[CH:4][C:5]2[C:9]=1[C:8]([C:10]([O:12][CH3:13])=[O:11])=[CH:7][CH:6]=2.[H][H]>[Pd].CO>[CH2:1]1[C:9]2[C:5]([CH:6]=[CH:7][C:8]=2[C:10]([O:12][CH3:13])=[O:11])=[CH:4][CH2:3][NH:2]1. Procedure: A hydrogenation bottle is charged with 2-pyrindine-7-carboxylic acid, methyl ester (0.8 g, 4.57 mmol), 5% Pd on carbon (2.0 g, wet) and methanol (125 ml). The slurry is hydrogenated (40 psi) until hydrogen uptake stops. The reaction mixture is filtered through celite and then evaporated to dryness to provide the product (430 mg) in 53% yield.